This data is from the Open Reaction Database (ORD), a public repository of structured organic reaction records. The task is: describe an organic reaction: reactants, conditions, products, and yield The reactants are CCOC(C)=O, C1COCCN1, CCN=C=NCCCN(C)C, CN(C)C=O, O=C(O)c1ccc2oc(C(=O)Nc3ccc(Cl)cn3)c(NC(=O)C3CCC(N4CCOCC4=O)CC3)c2n1, Cl, C1CCOC1, On1nnc2ccccc21. Yields the product O=C(Nc1ccc(Cl)cn1)c1oc2ccc(C(=O)N3CCOCC3)nc2c1NC(=O)C1CCC(N2CCOCC2=O)CC1. Reaction SMILES: [C:77]([O:78][CH2:79][CH3:80])(=[O:81])[CH3:82].[CH2:39]1[CH2:40][O:41][CH2:42][CH2:43][NH:44]1.[CH2:56]([N:57]=[C:58]=[N:59][CH2:60][CH2:61][CH2:62][N:63]([CH3:64])[CH3:65])[CH3:66].[CH3:67][N:68]([CH3:69])[CH:70]=[O:71].[Cl:1][c:2]1[cH:3][cH:4][c:5]([NH:8][C:9](=[O:10])[c:11]2[c:12]([NH:23][C:24](=[O:25])[CH:26]3[CH2:27][CH2:28][CH:29]([N:32]4[C:33](=[O:38])[CH2:34][O:35][CH2:36][CH2:37]4)[CH2:30][CH2:31]3)[c:13]3[n:14][c:15]([C:20](=[O:21])[OH:22])[cH:16][cH:17][c:18]3[o:19]2)[n:6][cH:7]1.[ClH:55].[O:72]1[CH2:73][CH2:74][CH2:75][CH2:76]1.[OH:45][n:46]1[c:47]2[cH:48][cH:49][cH:50][cH:51][c:52]2[n:53][n:54]1>>[Cl:1][c:2]1[cH:3][cH:4][c:5]([NH:8][C:9](=[O:10])[c:11]2[c:12]([NH:23][C:24](=[O:25])[CH:26]3[CH2:27][CH2:28][CH:29]([N:32]4[C:33](=[O:38])[CH2:34][O:35][CH2:36][CH2:37]4)[CH2:30][CH2:31]3)[c:13]3[n:14][c:15]([C:20](=[O:22])[N:44]4[CH2:39][CH2:40][O:41][CH2:42][CH2:43]4)[cH:16][cH:17][c:18]3[o:19]2)[n:6][cH:7]1. Starting materials: FC1=CC2=C(C(=NO2)C2CCNCC2)C=C1 (4-(6-fluoro-1,2-benzisoxazol-3-yl)piperidine), C(=O)([O-])[O-].[K+].[K+] (K2CO3), C=1(C(=CC=CC1)S(=O)(=O)C1(C(C2=CC=CC=C2C1=O)=O)C1=CC=CC=C1)C (2-toluenesulfonyl-2-phenyl-1,3-indandione). Solvent: C(C)#N (acetonitrile). Yields the product FC1=CC2=C(C(=NO2)C2CCN(CC2)C2(C(C3=CC=CC=C3C2=O)=O)C2=CC=CC=C2)C=C1 (2-[4-(6-Fluoro-1,2-benzisoxazol-3-yl)-1-piperidinyl]-2-phenyl-1,3-indandione). RXN SMILES: [F:1][C:2]1[CH:16]=[CH:15][C:5]2[C:6]([CH:9]3[CH2:14][CH2:13][NH:12][CH2:11][CH2:10]3)=[N:7][O:8][C:4]=2[CH:3]=1.C([O-])([O-])=O.[K+].[K+].C1(C)C(S([C:32]2([C:43]3[CH:48]=[CH:47][CH:46]=[CH:45][CH:44]=3)[C:40](=[O:41])[C:39]3[C:34](=[CH:35][CH:36]=[CH:37][CH:38]=3)[C:33]2=[O:42])(=O)=O)=CC=CC=1>C(#N)C>[F:1][C:2]1[CH:16]=[CH:15][C:5]2[C:6]([CH:9]3[CH2:10][CH2:11][N:12]([C:32]4([C:43]5[CH:48]=[CH:47][CH:46]=[CH:45][CH:44]=5)[C:33](=[O:42])[C:34]5[C:39](=[CH:38][CH:37]=[CH:36][CH:35]=5)[C:40]4=[O:41])[CH2:13][CH2:14]3)=[N:7][O:8][C:4]=2[CH:3]=1 |f:1.2.3|. Procedure: A mixture of 4-(6-fluoro-1,2-benzisoxazol-3-yl)piperidine (2.2 g, 10 mmol), K2CO3 (1.6 g, 11.6 mmol) and 2-toluenesulfonyl-2-phenyl-1,3-indandione (4.2 g, 10 mmol) in acetonitrile (50 ml) was heated at reflux for 3 hours. The mixture was cooled and the insolubles were filtered. The solvent was removed on a rotary evaporator. The residue was purified twice using a flash chromatography column (SiO2, 45 g and 40 g; eluted with DCM). The product thus purified was recrystallized from ethanol (30 ml) ... Starting materials: C(C1=CC=CC=C1)O[C@@H]([C@H](NC(=O)OCC1=CC=CC=C1)C(=O)O)C (O-benzyl-N-benzyloxycarbonyl-L-threonine), FC(C(=O)N[C@@H](CCO)C(=O)OCC1=CC=CC=C1)(F)F (benzyl N-trifluoroacetyl-L-homoserinate), 4-N,N-dimethylaminopyridine, N,N-diethylaminopropyl-N'-ethylcarbodiimide hydrochloride. The solvent is C(Cl)Cl (methylene chloride). Product: C(C1=CC=CC=C1)O[C@@H]([C@H](NC(=O)OCC1=CC=CC=C1)C(=O)OCC[C@H](NC(C(F)(F)F)=O)C(=O)OCC1=CC=CC=C1)C (benzyl O-(O-benzyl-N-benzyloxycarbonyl-L-threonyl)-N-trifluoroacetyl-L-homoserinate). Isolated yield 58.1%. Reaction SMILES: [CH2:1]([O:8][C@H:9]([CH3:25])[C@@H:10]([C:22]([OH:24])=[O:23])[NH:11][C:12]([O:14][CH2:15][C:16]1[CH:21]=[CH:20][CH:19]=[CH:18][CH:17]=1)=[O:13])[C:2]1[CH:7]=[CH:6][CH:5]=[CH:4][CH:3]=1.[F:26][C:27]([F:46])([F:45])[C:28]([NH:30][C@H:31]([C:35]([O:37][CH2:38][C:39]1[CH:44]=[CH:43][CH:42]=[CH:41][CH:40]=1)=[O:36])[CH2:32][CH2:33]O)=[O:29]>C(Cl)Cl>[CH2:1]([O:8][C@H:9]([CH3:25])[C@@H:10]([C:22]([O:24][CH2:33][CH2:32][C@@H:31]([C:35]([O:37][CH2:38][C:39]1[CH:40]=[CH:41][CH:42]=[CH:43][CH:44]=1)=[O:36])[NH:30][C:28](=[O:29])[C:27]([F:46])([F:26])[F:45])=[O:23])[NH:11][C:12]([O:14][CH2:15][C:16]1[CH:21]=[CH:20][CH:19]=[CH:18][CH:17]=1)=[O:13])[C:2]1[CH:3]=[CH:4][CH:5]=[CH:6][CH:7]=1. Procedure: To a solution of O-benzyl-N-benzyloxycarbonyl-L-threonine (1.5 g), benzyl N-trifluoroacetyl-L-homoserinate (1.34 g) and 4-N,N-dimethylaminopyridine (48.8 mg) in methylene chloride (30 ml) was added N,N-diethylaminopropyl-N'-ethylcarbodiimide hydrochloride (840 mg) at 0° C. After stirring for an hour at room temperature, the reaction mixture was concentrated. The residue was dissolved in ethyl acetate and washed successively with 0.1N hydrochloric acid, water, 10% aqueous sodium hydrogen carbonat... The reactants are CSC, COS(=O)(=O)C(F)(F)F, ClCCl. The product is C[S+](C)C, O=S(=O)([O-])C(F)(F)F. Reaction SMILES: [CH3:1][S:2][CH3:3].[CH3:4][O:5][S:6](=[O:7])(=[O:8])[C:9]([F:10])([F:11])[F:12].[Cl:13][CH2:14][Cl:15]>>[CH3:1][S+:2]([CH3:3])[CH3:4].[O:5]=[S:6](=[O:7])([O-:8])[C:9]([F:10])([F:11])[F:12]. The reactants are FC=1C=C(C=NC1)S(=O)(=O)Cl (5-fluoropyridine-3-sulfonyl chloride), FC=1C(=CNC1C=1C(=NC=CC1)F)CN(C(OC(C)(C)C)=O)C (tert-butyl {[4-fluoro-5-(2-fluoropyridin-3-yl)-1H-pyrrol-3-yl]methyl}methylcarbamate), C1COCCOCCOCCOCCO1 (15-crown-5), [H-].[Na+] (sodium hydride). Run in O1CCCC1 (tetrahydrofuran), O1CCCC1 (tetrahydrofuran), O (water). Yields the product FC=1C(=CN(C1C=1C(=NC=CC1)F)S(=O)(=O)C=1C=NC=C(C1)F)CN(C(OC(C)(C)C)=O)C (tert-Butyl ({4-fluoro-5-(2-fluoropyridin-3-yl)-1-[(5-fluoropyridin-3-yl)sulfonyl]-1H-pyrrol-3-yl}methyl)methylcarbamate). The yield is 92.7%. Reaction SMILES: [H-].[Na+].[F:3][C:4]1[C:5]([CH2:16][N:17]([CH3:25])[C:18](=[O:24])[O:19][C:20]([CH3:23])([CH3:22])[CH3:21])=[CH:6][NH:7][C:8]=1[C:9]1[C:10]([F:15])=[N:11][CH:12]=[CH:13][CH:14]=1.C1OCCOCCOCCOCCOC1.[F:41][C:42]1[CH:43]=[C:44]([S:48](Cl)(=[O:50])=[O:49])[CH:45]=[N:46][CH:47]=1>O1CCCC1.O>[F:3][C:4]1[C:5]([CH2:16][N:17]([CH3:25])[C:18](=[O:24])[O:19][C:20]([CH3:21])([CH3:22])[CH3:23])=[CH:6][N:7]([S:48]([C:44]2[CH:45]=[N:46][CH:47]=[C:42]([F:41])[CH:43]=2)(=[O:50])=[O:49])[C:8]=1[C:9]1[C:10]([F:15])=[N:11][CH:12]=[CH:13][CH:14]=1 |f:0.1|. Procedure: To a suspension of sodium hydride (60% in oil, 20 mg) in tetrahydrofuran (2 mL) were added tert-butyl {[4-fluoro-5-(2-fluoropyridin-3-yl)-1H-pyrrol-3-yl]methyl}methylcarbamate (162 mg), 15-crown-5 (132 mg) and a solution of 5-fluoropyridine-3-sulfonyl chloride (127 mg) in tetrahydrofuran (1 mL) at room temperature, and the mixture was stirred for 1 hr. The reaction mixture was diluted with water and extracted with ethyl acetate. The separated aqueous layer was extracted again with ethyl acetate.... Starting materials: N1=CC(=CC=C1)C=NS(=O)(=O)CC[Si](C)(C)C (2-trimethylsilyl-ethanesulfonic acid pyridin-3-ylmethyleneamide), CO/C=C/C(=C)O[Si](C)(C)C (Danishefsky's diene). Solvent: C1(=CC=CC=C1)C (toluene). The product is C[Si](CCS(=O)(=O)N1C(CC(C=C1)=O)C=1C=NC=CC1)(C)C (1-(2-trimethylsilyl-ethanesulfonyl)-2,3-dihydro-1H-[2,3′]bipyridinyl-4-one). Yield: 39.6%. Reaction SMILES: [N:1]1[CH:6]=[CH:5][CH:4]=[C:3]([CH:7]=[N:8][S:9]([CH2:12][CH2:13][Si:14]([CH3:17])([CH3:16])[CH3:15])(=[O:11])=[O:10])[CH:2]=1.CO/[CH:20]=[CH:21]/[C:22]([O:24][Si](C)(C)C)=[CH2:23]>C1(C)C=CC=CC=1>[CH3:15][Si:14]([CH3:17])([CH3:16])[CH2:13][CH2:12][S:9]([N:8]1[CH:20]=[CH:21][C:22](=[O:24])[CH2:23][CH:7]1[C:3]1[CH:2]=[N:1][CH:6]=[CH:5][CH:4]=1)(=[O:11])=[O:10]. Reported procedure: To a solution of 2-trimethylsilyl-ethanesulfonic acid pyridin-3-ylmethyleneamide (665 mg) in toluene (4.5 mL) was added Danishefsky's diene (0.46 mL, 2.4 mmol) under Ar atmosphere. The mixture was heated at reflux for 90 minutes. The toluene was removed in vacuo and the residue was dissolved in dichloromethane (ca. 10 mL) and treated with 2N HCl (ca. 10 mL) for 5 minutes. 10% Aqueous sodium bicarbonate was added carefully to adjust to pH 8. The phases were separated and the aqueous phase was ext...